The task is: describe an organic reaction: reactants, conditions, products, and yield. This data is from the Open Reaction Database (ORD), a public repository of structured organic reaction records. The reactants are C(C)OC=1C(C(C1NC1=CC=CC=2NC(OC21)=O)=O)=O (3-ethoxy-4-(2-oxo-2,3-dihydrobenzooxazol-7-ylamino)cyclobut-3-ene-1,2-dione), CC1=CC=C(O1)C(C1(COC1)C)N (C-(5-methylfuran-2-yl)-C-(3-methyloxetan-3-yl)methylamine). Solvent: CO (methanol). Conditions: temperature 65 celsius. Yields the product CC1=CC=C(O1)C(C1(COC1)C)NC=1C(C(C1NC1=CC=CC=2NC(OC21)=O)=O)=O (3{[(5-Methylfuran-2-yl)-(3-methyloxetan-3-yl)methyl]amino}-4-(2-oxo-2,3-dihydrobenzooxazol-7-ylamino)cyclobut-3-ene-1,2-dione). The yield is 45.8%. Reaction SMILES: C(O[C:4]1[C:5](=[O:20])[C:6](=[O:19])[C:7]=1[NH:8][C:9]1[C:17]2[O:16][C:15](=[O:18])[NH:14][C:13]=2[CH:12]=[CH:11][CH:10]=1)C.[CH3:21][C:22]1[O:26][C:25]([CH:27]([NH2:33])[C:28]2([CH3:32])[CH2:31][O:30][CH2:29]2)=[CH:24][CH:23]=1>CO>[CH3:21][C:22]1[O:26][C:25]([CH:27]([NH:33][C:4]2[C:5](=[O:20])[C:6](=[O:19])[C:7]=2[NH:8][C:9]2[C:17]3[O:16][C:15](=[O:18])[NH:14][C:13]=3[CH:12]=[CH:11][CH:10]=2)[C:28]2([CH3:32])[CH2:29][O:30][CH2:31]2)=[CH:24][CH:23]=1. Reported procedure: A mixture of 0.35 g (1.28 mmol, 1 eq) of 3-ethoxy-4-(2-oxo-2,3-dihydrobenzooxazol-7-ylamino)cyclobut-3-ene-1,2-dione and 0.278 g (1.53 mmol, 1.2 eq) of C-(5-methylfuran-2-yl)-C-(3-methyloxetan-3-yl)methylamine in 6 ml of methanol was heated at 65° C. for 5 hours. The methanol was evaporated off and the residue was chromatographed on silica gel, eluted with 95/5 dichloromethane/methanol. The paste obtained was crystallized from ethyl ether, filtered and dried under vacuum at 40° C. 0.24 g of prod... The reactants are C=1C=NC2=CC3=C(C=C2N1)C4CC3CNC4.S(=O)(=O)([O-])C1=CC=C(C)C=C1 (Varenicline Tosylate), C=1C=NC2=CC3=C(C=C2N1)C4CC3CNC4 (Varenicline). Product: C1(=CC=C(C=C1)S(=O)(=O)O)C (p-Toluene sulfonic acid). As a reaction SMILES: C1C=NC2C(N=1)=CC1C3CNCC(C=1C=2)C3.[S:17]([C:21]1[CH:27]=[CH:26][C:24]([CH3:25])=[CH:23][CH:22]=1)([O-:20])(=[O:19])=[O:18].C1C=NC2C(N=1)=CC1C3CNCC(C=1C=2)C3>>[C:24]1([CH3:25])[CH:23]=[CH:22][C:21]([S:17]([OH:20])(=[O:18])=[O:19])=[CH:27][CH:26]=1 |f:0.1|. Procedure: Varenicline Tosylate can be prepared by combining Varenicline base, a solvent and p-Toluene sulfonic acid (p-TSA) to obtain a reaction mixture and precipitating Varenicline Tosylate from the reaction mixture. Preferably, the obtained Varenicline Tosylate is further recovered from the reaction mixture. Starting materials: C(C)(C)(C)P(C(C)(C)C)C(C)(C)C.CCCCCC (tri(tert-butyl)phosphine hexane), C([O-])([O-])=O.[Cs+].[Cs+] (cesium carbonate), BrC=1C=CC2=C(C=CS2)C1 (5-bromobenzothiophene), C(CC(=O)OCC)(=O)OCC (diethyl malonate), Cl (hydrochloric acid). Reagents/catalysts: C=1C=CC(=CC1)/C=C/C(=O)/C=C/C2=CC=CC=C2.C=1C=CC(=CC1)/C=C/C(=O)/C=C/C2=CC=CC=C2.C=1C=CC(=CC1)/C=C/C(=O)/C=C/C2=CC=CC=C2.[Pd].[Pd] (tris(dibenzylideneacetone)dipalladium(0)). Solvent: COCCOC (1,2-dimethoxyethane), C(C)(=O)OCC (ethyl acetate), O (water). The product is S1C=CC2=C1C=CC(=C2)C(C(=O)OCC)C(=O)OCC (diethyl 2-(1-benzothiophen-5-yl)malonate). The yield is 100.6%. Reaction SMILES: C(P(C(C)(C)C)C(C)(C)C)(C)(C)C.CCCCCC.C(=O)([O-])[O-].[Cs+].[Cs+].Br[C:27]1[CH:28]=[CH:29][C:30]2[S:34][CH:33]=[CH:32][C:31]=2[CH:35]=1.[C:36]([O:44][CH2:45][CH3:46])(=[O:43])[CH2:37][C:38]([O:40][CH2:41][CH3:42])=[O:39].Cl>C1C=CC(/C=C/C(/C=C/C2C=CC=CC=2)=O)=CC=1.C1C=CC(/C=C/C(/C=C/C2C=CC=CC=2)=O)=CC=1.C1C=CC(/C=C/C(/C=C/C2C=CC=CC=2)=O)=CC=1.[Pd].[Pd].C(OCC)(=O)C.O.COCCOC>[S:34]1[C:30]2[CH:29]=[CH:28][C:27]([CH:37]([C:38]([O:40][CH2:41][CH3:42])=[O:39])[C:36]([O:44][CH2:45][CH3:46])=[O:43])=[CH:35][C:31]=2[CH:32]=[CH:33]1 |f:0.1,2.3.4,8.9.10.11.12|. Procedure details: To 1,2-dimethoxyethane (10 mL) suspension of 0.02 g of tris(dibenzylideneacetone)dipalladium(0) were added 0.11 g of 10% (w/w) tri(tert-butyl)phosphine/hexane, 1.76 g of cesium carbonate, 0.50 g of 5-bromobenzothiophene and 0.45 g of diethyl malonate, which was then refluxed for 2 hours. To the reaction mixture were added water and ethyl acetate, followed by adjustment to pH2 using 2 mol/L hydrochloric acid. The organic layer was separated, and dried over anhydrous magnesium sulfate, followed by... The reactants are FC1=CC=C(C=O)C=C1 (p-Fluorobenzaldehyde), ClC=1C=C(C=C(O)C1)O (5-chlororesorcinol), C([O-])([O-])=O.[K+].[K+] (potassium carbonate), CS(=O)C (dimethyl sulfoxide). Solvent: C(C)(=O)OCC (ethyl acetate), O (water). Run at temperature 100 celsius, time 12 hour. Yields the product C(=O)C1=CC=C(OC2=CC(=CC(=C2)Cl)OC2=CC=C(C=C2)C=O)C=C1 (1,3-bis(4-formylphenoxy)-5-chlorobenzene). The yield is 32.0%. RXN SMILES: F[C:2]1[CH:9]=[CH:8][C:5]([CH:6]=[O:7])=[CH:4][CH:3]=1.[Cl:10][C:11]1[CH:12]=[C:13]([OH:18])[CH:14]=[C:15]([CH:17]=1)[OH:16].[C:19](=[O:22])([O-])[O-].[K+].[K+].CS(C)=O>C(OCC)(=O)C.O>[CH:6]([C:5]1[CH:8]=[CH:9][C:2]([O:16][C:15]2[CH:17]=[C:11]([Cl:10])[CH:12]=[C:13]([O:18][C:2]3[CH:9]=[CH:8][C:5]([CH:19]=[O:22])=[CH:4][CH:3]=3)[CH:14]=2)=[CH:3][CH:4]=1)=[O:7] |f:2.3.4|. Reported procedure: p-Fluorobenzaldehyde (7.7 g), 5.9 g of 5-chlororesorcinol and 12.3 g of anhydrous potassium carbonate were added to 50 ml of dimethyl sulfoxide and stirred for 12 hours at 100° C. After completion of the reaction, 100 ml of water and 200 ml of ethyl acetate were added to carry out phase separation. After three times of washing with 50 ml of 10% sodium chloride aqueous solution and subsequent drying over anhydrous magnesium sulfate, the solvent was evaporated. The resulting oily material was subj...